From a dataset of the Open Reaction Database (ORD), a public repository of structured organic reaction records. describe an organic reaction: reactants, conditions, products, and yield The reactants are C(C)(C)N(CC)C(C)C (IPEA), C=1C=CC2=C(C1)N=NN2O (HOBT), COC=1C=C(\C=C/2\C(N3[C@@H](CCC[C@@H]3CC2)C2=CC=C(C(=O)O)C=C2)=O)C=CC1N1C=NC(=C1)C ((E)-4-{(4S*,9aR*)-7-[3-methoxy-4-(4-methyl-1H-imidazol-1-yl)benzylidene]-6-oxooctahydroquinolizin-4-yl}benzoic acid), CNC (dimethylamine), O.C([O-])(O)=O.[Na+] (sodium bicarbonate water). The solvent is CN(C)C=O (DMF), C(CCl)Cl (EDC), C(C)(=O)OCC (Ethyl acetate). Run at time 2 hour. Product: COC=1C=C(\C=C/2\C(N3[C@@H](CCC[C@@H]3CC2)C2=CC=C(C(=O)N(C)C)C=C2)=O)C=CC1N1C=NC(=C1)C ((E)-4-{(4S*,9aR*)-7-[3-methoxy-4-(4-methyl-1H-imidazol-1-yl)benzylidene]-6-oxooctahydroquinolizin-4-yl}-N,N-dimethylbenzamide). Reaction SMILES: [CH:1]([N:4](C(C)C)[CH2:5]C)(C)C.C1C=CC2N(O)N=NC=2C=1.[CH3:20][O:21][C:22]1[CH:23]=[C:24]([CH:46]=[CH:47][C:48]=1[N:49]1[CH:53]=[C:52]([CH3:54])[N:51]=[CH:50]1)/[CH:25]=[C:26]1/[C:27](=[O:45])[N:28]2[C@@H:33]([CH2:34][CH2:35]/1)[CH2:32][CH2:31][CH2:30][C@H:29]2[C:36]1[CH:44]=[CH:43][C:39]([C:40]([OH:42])=O)=[CH:38][CH:37]=1.CNC.O.C(=O)(O)[O-].[Na+]>CN(C=O)C.C(OCC)(=O)C.C(Cl)CCl>[CH3:20][O:21][C:22]1[CH:23]=[C:24]([CH:46]=[CH:47][C:48]=1[N:49]1[CH:53]=[C:52]([CH3:54])[N:51]=[CH:50]1)/[CH:25]=[C:26]1/[C:27](=[O:45])[N:28]2[C@@H:33]([CH2:34][CH2:35]/1)[CH2:32][CH2:31][CH2:30][C@H:29]2[C:36]1[CH:37]=[CH:38][C:39]([C:40]([N:4]([CH3:5])[CH3:1])=[O:42])=[CH:43][CH:44]=1 |f:4.5.6|. Procedure details: IPEA (0.03 mL), HOBT (10 mg), and EDC (14 mg) were sequentially added to a solution of (E)-4-{(4S*,9aR*)-7-[3-methoxy-4-(4-methyl-1H-imidazol-1-yl)benzylidene]-6-oxooctahydroquinolizin-4-yl}benzoic acid (22 mg) and dimethylamine (2 M solution in THF, 0.12 mL) in DMF (2 mL), and the reaction solution was stirred at room temperature for two hours. Then, the reaction solution was further stirred at 100° C. for six hours. The reaction solution was left to cool to room temperature. Ethyl acetate and ... RXN SMILES: Cl[C:2]1[C:11]2[C:6](=[CH:7][CH:8]=[CH:9][CH:10]=2)[NH:5]/[C:4](=[C:12]2/[C:13]([CH3:18])=[N:14][NH:15][C:16]/2=[O:17])/[CH:3]=1.[SH:19][C:20]1[CH:29]=[CH:28][CH:27]=[CH:26][C:21]=1[C:22]([O:24][CH3:25])=[O:23]>>[CH3:18][C:13]1=[N:14][NH:15][C:16](=[O:17])/[C:12]/1=[C:4]1\[NH:5][C:6]2[C:11]([C:2]([S:19][C:20]3[CH:29]=[CH:28][CH:27]=[CH:26][C:21]=3[C:22]([O:24][CH3:25])=[O:23])=[CH:3]\1)=[CH:10][CH:9]=[CH:8][CH:7]=2. Procedure details: The title compound was prepared from (Z)-4-(4-chloroquinolin-2(1H)-ylidene)-3-methyl-1H-pyrazol-5(4H)-one and methyl 2-mercaptobenzoate using a procedure analogous to the one described in Example 6. 1H NMR (400 MHz, DMSO-D6) δ ppm 1.96 (s, 3H) 3.88 (s, 3H) 6.77 (s, 1H) 7.50-7.72 (m, 3H) 7.76-7.92 (m, 3H) 7.96 (d, J=8.12 Hz, 1H) 8.16 (d, J=8.18 Hz, 1H) 10.39 (s, 1H) 13.20 (bs, 1H); ESI-MS: m/z calc'd for C21H17N3O3S 391.10. found 392.3 (M+H)+. The product is CC/1=NNC(\C1=C\1/NC2=CC=CC=C2C(=C1)SC1=C(C(=O)OC)C=CC=C1)=O ((Z)-methyl 2-(2-(3-methyl-5-oxo-1H-pyrazol-4(5H)-ylidene)-1,2-dihydroquinolin-4-ylthio)benzoate). Reactants: ClC1=C/C(/NC2=CC=CC=C12)=C/1\C(=NNC1=O)C ((Z)-4-(4-chloroquinolin-2(1H)-ylidene)-3-methyl-1H-pyrazol-5(4H)-one), SC1=C(C(=O)OC)C=CC=C1 (methyl 2-mercaptobenzoate), C21H17N3O3S.